From a dataset of the Open Reaction Database (ORD), a public repository of structured organic reaction records. describe an organic reaction: reactants, conditions, products, and yield Starting materials: O=c1[nH]c2ccc(Br)cc2c(=O)c2ccccc12, [C-]#N, CN(C)C=O, [Cl-], Cl, O. Yields the product N#Cc1ccc2[nH]c(=O)c3ccccc3c(=O)c2c1. As a reaction SMILES: [Br:1][c:2]1[cH:3][c:4]2[c:5]([nH:6][c:7](=[O:16])[c:8]3[c:9]([c:10]2=[O:11])[cH:12][cH:13][cH:14][cH:15]3)[cH:17][cH:18]1.[C-:19]#[N:20].[CH3:24][N:25]([CH3:26])[CH:27]=[O:28].[Cl-:21].[ClH:22].[OH2:23]>>[c:2]1([C:19]#[N:20])[cH:3][c:4]2[c:5]([nH:6][c:7](=[O:16])[c:8]3[c:9]([c:10]2=[O:11])[cH:12][cH:13][cH:14][cH:15]3)[cH:17][cH:18]1. Reactants: C(C)(C)(C)OC(=O)N1CC2=CC(=C(C=C2C1)C=1CCOCC1)C (5-(3,6-dihydro-2H-pyran-4-yl)-6-methyl-1,3-dihydro-isoindole-2-carboxylic acid tert-butyl ester), C(=O)[O-].[NH4+] (ammonium formate). The product is C(C)(C)(C)OC(=O)N1CC2=CC(=C(C=C2C1)C)C1CCOCC1 (5-Methyl-6-(tetrahydro-pyran-4-yl)-1,3-dihydro-isoindole-2-carboxylic acid tert-butyl ester). RXN SMILES: [C:1]([O:5][C:6]([N:8]1[CH2:16][C:15]2[C:10](=[CH:11][C:12]([CH3:23])=[C:13]([C:17]3[CH2:18][CH2:19][O:20][CH2:21][CH:22]=3)[CH:14]=2)[CH2:9]1)=[O:7])([CH3:4])([CH3:3])[CH3:2].C([O-])=O.[NH4+]>>[C:1]([O:5][C:6]([N:8]1[CH2:9][C:10]2[C:15](=[CH:14][C:13]([CH:17]3[CH2:22][CH2:21][O:20][CH2:19][CH2:18]3)=[C:12]([CH3:23])[CH:11]=2)[CH2:16]1)=[O:7])([CH3:4])([CH3:2])[CH3:3] |f:1.2|. Procedure details: Prepared in analogy to Example A49(b) from 5-(3,6-dihydro-2H-pyran-4-yl)-6-methyl-1,3-dihydro-isoindole-2-carboxylic acid tert-butyl ester and ammonium formate. Yellow solid. MS (m/e): 262.1 ([M+H−Me2C═CH2]+, 100%).